From a dataset of the Open Reaction Database (ORD), a public repository of structured organic reaction records. describe an organic reaction: reactants, conditions, products, and yield Starting materials: COC([C@H](CNC(=O)C=1C=C2C(N(CC2=CC1)CCNC1=NC=CC=C1)=O)NS(=O)(=O)C=1C=NC=CC1)=O (3-Oxo-2[2-(pyridin-2-ylamino)ethyl]-2,3-dihydro-1H-isoindole-5-carbonyl-2(S)-(3-pyridinylsulfonylamino)-β-alanine methyl ester), [OH-].[Na+] (NaOH). Solvent: CO (methanol). Yields the product C1NCC2=CC(=CC=C12)C(=O)NC[C@@H](C(=O)O)NS(=O)(=O)C=1C=NC=CC1 (2,3-dihydro-1H-isoindole-5-carbonyl-2(S)-(3-pyridinyisulfonylamino)-β-alanine). RXN SMILES: C[O:2][C:3](=[O:38])[C@@H:4]([NH:28][S:29]([C:32]1[CH:33]=[N:34][CH:35]=[CH:36][CH:37]=1)(=[O:31])=[O:30])[CH2:5][NH:6][C:7]([C:9]1[CH:10]=[C:11]2[C:15](=[CH:16][CH:17]=1)[CH2:14][N:13](CCNC1C=CC=CN=1)[C:12]2=O)=[O:8].[OH-].[Na+]>CO>[CH2:14]1[C:15]2[C:11](=[CH:10][C:9]([C:7]([NH:6][CH2:5][C@H:4]([NH:28][S:29]([C:32]3[CH:33]=[N:34][CH:35]=[CH:36][CH:37]=3)(=[O:30])=[O:31])[C:3]([OH:38])=[O:2])=[O:8])=[CH:17][CH:16]=2)[CH2:12][NH:13]1 |f:1.2|. Reported procedure: A methanol solution (3 mL) of 8-2 (184 mg, 0.34 mmol) and 1 N NaOH (3.4 mL, 3.4 mmol) was stirred under ambient conditions for 3 h. The reaction was concentrated to dryness and the residue dissolved in H2O and neutralized with 1 N HCl to provide 8-3 as a solid. The reactants are [H-].[Na+] (sodium hydride), CN1C(=O)NC(=O)C(C)=C1 (1-methylthymine), OC(CCCCCCCN1C(N(C=C(C1=O)C)C)=O)CO (3-(8,9-Dihydroxynonyl)-1-methylthymine), BrCCCCCCCC=C (9-bromo-1-nonene). The solvent is CS(=O)C (dimethylsulfoxide), O (water). Conditions: time 15 minute. The product is C(CCCCCCC=C)N1C(N(C=C(C1=O)C)C)=O (3-(8-nonenyl)-1-methylthymine). The yield is 73.0%. Reaction SMILES: O[CH:2]([CH2:20]O)[CH2:3][CH2:4][CH2:5][CH2:6][CH2:7][CH2:8][CH2:9][N:10]1[C:15](=[O:16])[C:14]([CH3:17])=[CH:13][N:12]([CH3:18])[C:11]1=[O:19].[H-].[Na+].CN1C=C(C)C(=O)NC1=O.BrCCCCCCCC=C>CS(C)=O.O>[CH2:9]([N:10]1[C:15](=[O:16])[C:14]([CH3:17])=[CH:13][N:12]([CH3:18])[C:11]1=[O:19])[CH2:8][CH2:7][CH2:6][CH2:5][CH2:4][CH2:3][CH:2]=[CH2:20] |f:1.2|. Procedure: 3-(8,9-Dihydroxynonyl)-1-methylthymine (CT1918) was used as an intermediate for the synthesis of CT1908 (example 12). A mixture of sodium hydride (343 mg, 14 mmol) and 1-methylthymine (2.00 g, 14 mmol) in dimethylsulfoxide (40 ml) was stirred for 15 min and then 9-bromo-1-nonene (2.93 g, 14 mmol) was added. After stirring for 20 hr, the mixture was poured into water (40 ml) and extracted with dichloromethane (3×50 ml). The combined organic layers were washed with water (40 ml), with saturated aq... The reactants are FC=1C=C(C=CC1C)OC1=CC=C(C=C1)COC1=CC(NC=C1)=O (4-[({4-[(3-fluoro-4-methylphenyl)oxy]phenyl}methyl)oxy]-2(1H)-pyridinone), ClCC=1C=NN(C1)C (4-(chloromethyl)-1-methyl-1H-pyrazole). Yields the product FC=1C=C(C=CC1C)OC1=CC=C(C=C1)COC1=CC(N(C=C1)CC=1C=NN(C1)C)=O (4-[({4-[(3-Fluoro-4-methylphenyl)oxy]phenyl}methyl)oxy]-1-[(1-methyl-1H-pyrazol-4-yl)methyl]-2(1H)-pyridinone). As a reaction SMILES: [F:1][C:2]1[CH:3]=[C:4]([O:9][C:10]2[CH:15]=[CH:14][C:13]([CH2:16][O:17][C:18]3[CH:23]=[CH:22][NH:21][C:20](=[O:24])[CH:19]=3)=[CH:12][CH:11]=2)[CH:5]=[CH:6][C:7]=1[CH3:8].Cl[CH2:26][C:27]1[CH:28]=[N:29][N:30]([CH3:32])[CH:31]=1>>[F:1][C:2]1[CH:3]=[C:4]([O:9][C:10]2[CH:15]=[CH:14][C:13]([CH2:16][O:17][C:18]3[CH:23]=[CH:22][N:21]([CH2:26][C:27]4[CH:28]=[N:29][N:30]([CH3:32])[CH:31]=4)[C:20](=[O:24])[CH:19]=3)=[CH:12][CH:11]=2)[CH:5]=[CH:6][C:7]=1[CH3:8]. Reported procedure: The title compound was prepared by a procedure similar to that described for E21 starting from 4-[({4-[(3-fluoro-4-methylphenyl)oxy]phenyl}methyl)oxy]-2(1H)-pyridinone and 4-(chloromethyl)-1-methyl-1H-pyrazole. LC-MS (ESI): m/z 420 [M+H]+; 3.35 min (ret time). Starting materials: O=C(n1ccnc1)n1ccnc1, O=C(O)c1ccc(NCCCCCCCCC2CCCCC2)cc1, [H-], [Na+], C1CCOC1, Oc1cccnc1. Yields the product O=C(Oc1cccnc1)c1ccc(NCCCCCCCCC2CCCCC2)cc1. RXN SMILES: [C:25]([n:26]1[cH:27][cH:28][n:29][cH:30]1)([n:31]1[cH:32][cH:33][n:34][cH:35]1)=[O:36].[CH:1]1([CH2:7][CH2:8][CH2:9][CH2:10][CH2:11][CH2:12][CH2:13][CH2:14][NH:15][c:16]2[cH:17][cH:18][c:19]([C:20](=[O:21])[OH:22])[cH:23][cH:24]2)[CH2:2][CH2:3][CH2:4][CH2:5][CH2:6]1.[H-:44].[Na+:45].[O:46]1[CH2:47][CH2:48][CH2:49][CH2:50]1.[OH:37][c:38]1[cH:39][n:40][cH:41][cH:42][cH:43]1>>[CH:1]1([CH2:7][CH2:8][CH2:9][CH2:10][CH2:11][CH2:12][CH2:13][CH2:14][NH:15][c:16]2[cH:17][cH:18][c:19]([C:20](=[O:21])[O:22][c:38]3[cH:39][n:40][cH:41][cH:42][cH:43]3)[cH:23][cH:24]2)[CH2:2][CH2:3][CH2:4][CH2:5][CH2:6]1. Run in C1CCOC1 (THF). Reaction SMILES: [CH3:1][C:2]1[N:13]=[C:12]2[N:4]([C:5](=[O:19])[N:6]([CH2:14][CH2:15][CH2:16][CH2:17][CH3:18])[C:7]3[N:8]=[CH:9][NH:10][C:11]=32)[N:3]=1.[Br:20]N1C(=O)CCC1=O.C1(O)C=CC=CC=1>C1COCC1>[Br:20][C:9]1[NH:10][C:11]2[C:12]3=[N:13][C:2]([CH3:1])=[N:3][N:4]3[C:5](=[O:19])[N:6]([CH2:14][CH2:15][CH2:16][CH2:17][CH3:18])[C:7]=2[N:8]=1. Conditions: time 1 hour. Yields the product BrC1=NC=2N(C(N3C(C2N1)=NC(=N3)C)=O)CCCCC (2-bromo-8-methyl-4-pentyl-1,4-dihydro-5H-[1,2,4]triazolo[5,1-i]purin-5-one). Procedure details: To the mixture of 8-methyl-4-pentyl-1,4-dihydro-5H-[1,2,4]triazolo[5,1-i]purin-5-one (20 mg, 0.078 mmol) in THF (5 mL) was added N-Bromosuccinimide (19 mg, 0.11 mmol). After stirring at room temperature for 1 hour, phenol was added to quench the reaction. The reaction mixture was concentrated at reduced pressure, and the residue was purified by preparative LCMS (method B) to yield the desired product as white powder. LCMS calculated for C12H16BrN6O (M+H): 339.1. found: 339.0, 341.0. Starting materials: BrN1C(CCC1=O)=O (N-Bromosuccinimide), CC1=NN2C(N(C=3N=CNC3C2=N1)CCCCC)=O (8-methyl-4-pentyl-1,4-dihydro-5H-[1,2,4]triazolo[5,1-i]purin-5-one), C1(=CC=CC=C1)O (phenol). Reactants: BrCC(O)C1=CC=C(C=C1)C1=NOC(=N1)C1=NOC(=C1CCC)C1=CC=CC=C1 (2-bromo-1-(4-(5-(5-phenyl-4-propylisoxazol-3-yl)-1,2,4-oxadiazol-3-yl)phenyl)ethanol), 1C, C(C)(C)(C)OC(=O)N1[C@@H](CCC1)CC(=O)O ((S)-2-(1-(tert-butoxycarbonyl)pyrrolidin-2-yl)acetic acid), C(=O)(C(F)(F)F)O (TFA), [OH-].C(CCC)[N+](CCCC)(CCCC)CCCC (tetrabutylammonium hydroxide). Run in C(Cl)Cl (DCM). Run at temperature 80 celsius, time 1 hour. The product is OC(CN1[C@@H](CCC1)CC(=O)O)C1=CC=C(C=C1)C1=NOC(=N1)C1=NOC(=C1CCC)C1=CC=CC=C1 (2-((2S)-1-(2-hydroxy-2-(4-(5-(5-phenyl-4-propylisoxazol-3-yl)-1,2,4-oxadiazol-3-yl)phenyl)ethyl)pyrrolidin-2-yl)acetic acid). RXN SMILES: C(O[C:6]([N:8]1[CH2:12][CH2:11][CH2:10][C@H:9]1[CH2:13][C:14]([OH:16])=[O:15])=O)(C)(C)C.C(O)(C(F)(F)F)=O.[OH-].C([N+](CCCC)(CCCC)CCCC)CCC.BrC[CH:44]([C:46]1[CH:51]=[CH:50][C:49]([C:52]2[N:56]=[C:55]([C:57]3[C:61]([CH2:62][CH2:63][CH3:64])=[C:60]([C:65]4[CH:70]=[CH:69][CH:68]=[CH:67][CH:66]=4)[O:59][N:58]=3)[O:54][N:53]=2)=[CH:48][CH:47]=1)[OH:45]>C(Cl)Cl>[OH:45][CH:44]([C:46]1[CH:47]=[CH:48][C:49]([C:52]2[N:56]=[C:55]([C:57]3[C:61]([CH2:62][CH2:63][CH3:64])=[C:60]([C:65]4[CH:66]=[CH:67][CH:68]=[CH:69][CH:70]=4)[O:59][N:58]=3)[O:54][N:53]=2)=[CH:50][CH:51]=1)[CH2:6][N:8]1[CH2:12][CH2:11][CH2:10][C@H:9]1[CH2:13][C:14]([OH:16])=[O:15] |f:2.3|. Procedure: To a solution of (S)-2-(1-(tert-butoxycarbonyl)pyrrolidin-2-yl)acetic acid (45.4 mg, 0.198 mmol) in DCM was added TFA. The reaction mixture was stirred for 1 hour followed by the removal of solvents in vacuo and drying of the solid material. Next, DMSO (2 mL) was added followed by the addition of tetrabutylammonium hydroxide (0.198 mL, 0.198 mmol) and then 2-bromo-1-(4-(5-(5-phenyl-4-propylisoxazol-3-yl)-1,2,4-oxadiazol-3-yl)phenyl)ethanol, Preparation 1C (30 mg, 0.066 mmol). The reaction mixtur... Reactants: C(CCCCCCCCCCCCCCCCCCCCC)O (docosanol), C(C(=O)Cl)(=O)Cl (oxalyl chloride), C(C(=O)Cl)(=O)Cl (oxalyl chloride). Product: C(C(=O)OCCCCCCCCCCCCCCCCCCCCCC)(=O)Cl (docosyl chlorooxalate). Isolated yield 92.5%. Reaction SMILES: [CH2:1]([OH:23])[CH2:2][CH2:3][CH2:4][CH2:5][CH2:6][CH2:7][CH2:8][CH2:9][CH2:10][CH2:11][CH2:12][CH2:13][CH2:14][CH2:15][CH2:16][CH2:17][CH2:18][CH2:19][CH2:20][CH2:21][CH3:22].[C:24](Cl)(=[O:28])[C:25]([Cl:27])=[O:26]>>[C:25]([Cl:27])(=[O:26])[C:24]([O:23][CH2:1][CH2:2][CH2:3][CH2:4][CH2:5][CH2:6][CH2:7][CH2:8][CH2:9][CH2:10][CH2:11][CH2:12][CH2:13][CH2:14][CH2:15][CH2:16][CH2:17][CH2:18][CH2:19][CH2:20][CH2:21][CH3:22])=[O:28]. Procedure: In this example the product was prepared in two synthetic steps. In the first step docosanol was reacted with 50% molar excess of oxalyl chloride. Upon completion of the reaction the excess oxalyl chloride was stripped from the product at reduced pressure to produce docosyl chlorooxalate having an assay of 91.4% and in a corrected yield of 92.5%. In the second step docosyl chlorooxalate was reacted with 2,5-dimethyl-2,5-dihydroperoxyhexane, in the presence of pyridine, to yield the product: